Dataset: the Open Reaction Database (ORD), a public repository of structured organic reaction records. Task: describe an organic reaction: reactants, conditions, products, and yield The reactants are [C]=O (carbon monoxide), BrC=1C=C(C#N)C=CC1C1N(C(N(C=2CCCC(C12)=O)C1=CC(=CC=C1)C(F)(F)F)=O)C (3-Bromo-4-[3-methyl-2,5-dioxo-1-(3-trifluoromethyl-phenyl)-1,2,3,4,5,6,7,8-octahydro-quinazolin-4-yl]-benzonitrile), C(C)(=O)[O-].[Na+] (sodium acetate), BrC=1C=C(C#N)C=CC1C1N(C(N(C=2CCCC(C12)=O)C1=CC(=CC=C1)C(F)(F)F)=O)C (3-Bromo-4-[3-methyl-2,5-dioxo-1-(3-trifluoromethyl-phenyl)-1,2,3,4,5,6,7,8-octahydro-quinazolin-4-yl]-benzonitrile), 1.1-bis(diphenylphosphino)-ferrocen, CO (methanol). Reagents/catalysts: C(C)(=O)[O-].[Pd+2].C(C)(=O)[O-] (palladium acetate). Product: COC(C1=C(C=CC(=C1)C#N)C1N(C(N(C=2CCCC(C12)=O)C1=CC(=CC=C1)C(F)(F)F)=O)C)=O (5-Cyano-2-[3-methyl-2,5-dioxo-1-(3-trifluoromethyl-phenyl)-1,2,3,4,5,6,7,8-octahydro-quinazolin-4-yl]-benzoic acid methyl ester). RXN SMILES: Br[C:2]1[CH:3]=[C:4]([CH:7]=[CH:8][C:9]=1[CH:10]1[C:19]2[C:18](=[O:20])[CH2:17][CH2:16][CH2:15][C:14]=2[N:13]([C:21]2[CH:26]=[CH:25][CH:24]=[C:23]([C:27]([F:30])([F:29])[F:28])[CH:22]=2)[C:12](=[O:31])[N:11]1[CH3:32])[C:5]#[N:6].[C:33]([O-:36])(=[O:35])C.[Na+].[C]=O.[CH3:40]O>C([O-])(=O)C.[Pd+2].C([O-])(=O)C>[CH3:40][O:36][C:33](=[O:35])[C:2]1[CH:3]=[C:4]([C:5]#[N:6])[CH:7]=[CH:8][C:9]=1[CH:10]1[C:19]2[C:18](=[O:20])[CH2:17][CH2:16][CH2:15][C:14]=2[N:13]([C:21]2[CH:26]=[CH:25][CH:24]=[C:23]([C:27]([F:28])([F:30])[F:29])[CH:22]=2)[C:12](=[O:31])[N:11]1[CH3:32] |f:1.2,5.6.7,^3:37|. Procedure: 3-Bromo-4-[3-methyl-2,5-dioxo-1-(3-trifluoromethyl-phenyl)-1,2,3,4,5,6,7,8-octahydro-quinazolin-4-yl]-benzonitrile (INTERMEDIATE 23, 10.5 g, 20.8 mmol), 1.1-bis(diphenylphosphino)-ferrocen (1.15 g, 2.08 mmol), palladium acetate (233 mg, 1.04 mmol) and sodium acetate (5.12 g, 62.5 mmol) are suspended in methanol (180 mL) and treated with carbon monoxide at 5 bar and 100° C. for 40 h. The product begins to crystallize from the reaction mixture. Diisopropylether and dichloromethane are added and fu... Starting materials: CC1=C(C=C(C(=O)OCC)C=C1)C=1C=C2C=NN=C(C2=CC1)C (ethyl 4-methyl-3-(1-methylphthalazin-6-yl)benzoate), [OH-].[Na+] (sodium hydroxide). The solvent is O1CCCC1 (tetrahydrofuran), CO (methanol). Conditions: time 18 hour. The product is CC1=C(C=C(C(=O)O)C=C1)C=1C=C2C=NN=C(C2=CC1)C (4-methyl-3-(1-methylphthalazin-6-yl)benzoic acid). As a reaction SMILES: [CH3:1][C:2]1[CH:12]=[CH:11][C:5]([C:6]([O:8]CC)=[O:7])=[CH:4][C:3]=1[C:13]1[CH:14]=[C:15]2[C:20](=[CH:21][CH:22]=1)[C:19]([CH3:23])=[N:18][N:17]=[CH:16]2.[OH-].[Na+]>O1CCCC1.CO>[CH3:1][C:2]1[CH:12]=[CH:11][C:5]([C:6]([OH:8])=[O:7])=[CH:4][C:3]=1[C:13]1[CH:14]=[C:15]2[C:20](=[CH:21][CH:22]=1)[C:19]([CH3:23])=[N:18][N:17]=[CH:16]2 |f:1.2|. Procedure details: A solution of ethyl 4-methyl-3-(1-methylphthalazin-6-yl)benzoate (51.7 mg, 169 μmol) in tetrahydrofuran (800 μl) and methanol (400 μl) was added 1N aqueous sodium hydroxide solution (338 μl, 338 μmol) and stirred at RT for 18 h. The reaction was concentrated in vacuo and the residue was taken up in water and the pH was adjusted with 10% aqueous HCl solution to ˜7. The aqueous mixture was extracted with 15% MeOH/CHCl3 (3×) and the organic extracts were combined, dried (MgSO4), filtered, and conce... Starting materials: FC(CN1CC2=C(N(C=3C=CC(=CC23)C)CC(C)(O)C2=CC=NC=C2)CC1)(F)F (1-(2-(2,2,2-Trifluoroethyl)-1,2,3,4-tetrahydro-8-methylpyrido[4,3-b]indol-5-yl)-2-(pyridin-4-yl)propan-2-ol). Solvent: S(=O)(Cl)Cl (thionyl chloride). Conditions: time 2 hour. The product is CC1=CC=2C3=C(N(C2C=C1)\C=C(/C)\C1=CC=NC=C1)CCN(C3)CC(F)(F)F ((E)-8-methyl-5-(2-(pyridin-4-yl)prop-1-enyl)-2-(2,2,2-trifluoroethyl)-2,3,4,5-tetrahydro-1H-pyrido[4,3-b]indole). Reaction SMILES: [F:1][C:2]([F:29])([F:28])[CH2:3][N:4]1[CH2:27][CH2:26][C:7]2[N:8]([CH2:16][C:17]([C:20]3[CH:25]=[CH:24][N:23]=[CH:22][CH:21]=3)(O)[CH3:18])[C:9]3[CH:10]=[CH:11][C:12]([CH3:15])=[CH:13][C:14]=3[C:6]=2[CH2:5]1>S(Cl)(Cl)=O>[CH3:15][C:12]1[CH:11]=[CH:10][C:9]2[N:8](/[CH:16]=[C:17](/[C:20]3[CH:21]=[CH:22][N:23]=[CH:24][CH:25]=3)\[CH3:18])[C:7]3[CH2:26][CH2:27][N:4]([CH2:3][C:2]([F:28])([F:29])[F:1])[CH2:5][C:6]=3[C:14]=2[CH:13]=1. Reported procedure: 1-(2-(2,2,2-Trifluoroethyl)-1,2,3,4-tetrahydro-8-methylpyrido[4,3-b]indol-5-yl)-2-(pyridin-4-yl)propan-2-ol (200 mg, 0.4 mmol) was dissolved in thionyl chloride (2 mL), and stirred for 2 h at RT. The reaction mixture was concentrated under reduced pressure; the residue was cooled in ice water and basified with saturated aqueous NaHCO3. The product was extracted with EtOAc and organic layer was washed with water, dried over anhydrous sodium sulfate and concentrated under reduced pressure. The res...